From a dataset of the Open Reaction Database (ORD), a public repository of structured organic reaction records. describe an organic reaction: reactants, conditions, products, and yield Starting materials: C12C3=C(C(CC1=O)C2)C=CC=C3 (benzobicyclo[2.2.1]heptan-2-one), O1COC2=C1C=CC=C2 (1,3-benzodioxole). The product is C12C(CC(CC1)C2)C2OC1=C(O2)C=CC=C1 (2-(Bicyclo[2.2.1]hept-2-yl)-1,3-Benzodioxole). Reaction SMILES: [CH:1]12[CH2:8][CH:4]([CH2:5][C:6]1=O)[C:3]1[CH:9]=CC=C[C:2]2=1.[O:13]1[C:17]2[CH:18]=[CH:19][CH:20]=[CH:21][C:16]=2[O:15]C1>>[CH:4]12[CH2:8][CH:1]([CH2:6][CH2:5]1)[CH2:2][CH:3]2[CH:9]1[O:15][C:16]2[CH:21]=[CH:20][CH:19]=[CH:18][C:17]=2[O:13]1. Procedure: benzobicyclo[2.2.1]heptan-2-one is converted to 2-(benzobicyclo[2.2.1]hept-2-yl)-1,3-benzodioxole in 93.5% yield. Yields the product CC(C(C)NC(CC(C)=O)=O)C (N-(3-methylbutan-2-yl)-3-oxobutanamide). Reactants: CC(C(C)N)C (3-methylbutan-2-amine), 2,2,6-trimethyl-4H-1,3-didioxin-4-one, O1CCCC1 (tetrahydrofuran), C(C)(=O)[O-].[Na+] (sodium acetate). Procedure details: To a mixture of 3-methylbutan-2-amine (1.00 g), 2,2,6-trimethyl-4H-1,3-didioxin-4-one (2.12 g) and tetrahydrofuran (3.0 mL) was added sodium acetate (941 mg) at room temperature. The reaction mixture was refluxed overnight, and cooled to room temperature. The reaction mixture was poured into water, and the mixture was extracted with ethyl acetate. The extract was washed with saturated brine, and dried over anhydrous sodium sulfate, and the solvent was evaporated under reduced pressure. The resid... Solvent: O (water). As a reaction SMILES: [CH3:1][CH:2]([CH3:6])[CH:3]([NH2:5])[CH3:4].[O:7]1[CH2:11][CH2:10][CH2:9][CH2:8]1.C([O-])(=[O:14])C.[Na+]>O>[CH3:1][CH:2]([CH3:6])[CH:3]([NH:5][C:8](=[O:7])[CH2:9][C:10](=[O:14])[CH3:11])[CH3:4] |f:2.3|. The reactants are C(C)(=O)[O-].[Pb+4].C(C)(=O)[O-].C(C)(=O)[O-].C(C)(=O)[O-] (lead (IV) acetate), BrC=1C=CC(=C(C1)B(O)O)C1CC1 (5-bromo-2-cyclopropylphenyl boronic acid), C([O-])([O-])=O.[K+].[K+] (potassium carbonate). Reagents/catalysts: C(C)(=O)[O-].[Hg+2].C(C)(=O)[O-] (mercury (II) acetate). Run in C(Cl)(Cl)Cl (chloroform). Conditions: time 2 minute. The product is C(C)(=O)[O-].C(C)(=O)[O-].C(C)(=O)[O-].BrC=1C=CC(=C(C1)[Pb+3])C1CC1 (5-bromo-2-cyclopropylphenyl lead triacetate). As a reaction SMILES: [C:1]([O-:4])(=[O:3])[CH3:2].[Pb+4:5].[C:6]([O-:9])(=[O:8])[CH3:7].[C:10]([O-:13])(=[O:12])[CH3:11].C([O-])(=O)C.[Br:18][C:19]1[CH:20]=[CH:21][C:22]([CH:28]2[CH2:30][CH2:29]2)=[C:23](B(O)O)[CH:24]=1.C(=O)([O-])[O-].[K+].[K+]>C(Cl)(Cl)Cl.C([O-])(=O)C.[Hg+2].C([O-])(=O)C>[C:1]([O-:4])(=[O:3])[CH3:2].[C:6]([O-:9])(=[O:8])[CH3:7].[C:10]([O-:13])(=[O:12])[CH3:11].[Br:18][C:19]1[CH:20]=[CH:21][C:22]([CH:28]2[CH2:30][CH2:29]2)=[C:23]([Pb+3:5])[CH:24]=1 |f:0.1.2.3.4,6.7.8,10.11.12,13.14.15.16|. Reported procedure: To a solution of lead (IV) acetate (4.0 g, 0.0089 mol) and mercury (II) acetate (139 mg, 0.45 mmol) in chloroform (12 ml) at 50° C. is added 5-bromo-2-cyclopropylphenyl boronic acid (2.0 g, 0.0083 mol), and the solution is heated at this temperature for 5 hours. After cooling to room temperature the suspension is further cooled to 0° C. and anhydrous potassium carbonate (1.8 g) is added with rapid stirring for 2 minutes. The reaction mixture is then filtered (washing with additional chloroform),... Starting materials: [Si](C)(C)(C(C)(C)C)O[C@H](C)[C@@H]1C(N[C@H]1SC1=CC=CC=C1)=O ((3R,4S)-3-[(R)-1-(tert-butyldimethylsilyloxy)ethyl]-4-phenylthio-2-azetidinone), CC(C(=O)OCC=C)C(=O)OCC=C (diallyl 2-methylmalonate), [H-].[Na+] (sodium hydride), [Cl-].[NH4+] (ammonium chloride). Run in O1CCCC1 (tetrahydrofuran), O1CCCC1 (tetrahydrofuran), O1CCCC1 (tetrahydrofuran). Run at time 5 minute. Yields the product [Si](C)(C)(C(C)(C)C)O[C@H](C)[C@H]1C(N[C@@H]1C(C)(C(=O)OCC=C)C(=O)OCC=C)=O ((3S,4S)-3-[(R)-1-(tert-Butyldimethylsilyloxy)ethyl]-4-[1,1-di(allyloxycarbonyl)ethyl]-2-azetidinone). Yield: 92.1%. Reaction SMILES: [CH3:1][CH:2]([C:9]([O:11][CH2:12][CH:13]=[CH2:14])=[O:10])[C:3]([O:5][CH2:6][CH:7]=[CH2:8])=[O:4].[H-].[Na+].[Si:17]([O:24][C@@H:25]([C@H:27]1[C@H:30](SC2C=CC=CC=2)[NH:29][C:28]1=[O:38])[CH3:26])([C:20]([CH3:23])([CH3:22])[CH3:21])([CH3:19])[CH3:18].[Cl-].[NH4+]>O1CCCC1>[Si:17]([O:24][C@@H:25]([C@@H:27]1[C@@H:30]([C:2]([C:9]([O:11][CH2:12][CH:13]=[CH2:14])=[O:10])([C:3]([O:5][CH2:6][CH:7]=[CH2:8])=[O:4])[CH3:1])[NH:29][C:28]1=[O:38])[CH3:26])([C:20]([CH3:21])([CH3:22])[CH3:23])([CH3:18])[CH3:19] |f:1.2,4.5|. Procedure: A solution of diallyl 2-methylmalonate (396 mg, 2 mmol) in tetrahydrofuran (2 ml) was added dropwise to a suspension of sodium hydride (80 mg, 2 mmol) in tetrahydrofuran (5 ml) under an argon stream at 0° C., and the solution mixture was stirred for 5 min and admixed with cuprous bromide dimethylsulfide complex (411 mg, 2 mmol), followed by stirring for 30 min at the same temperature, addition of a solution of (3R,4S)-3-[(R)-1-(tert-butyldimethylsilyloxy)ethyl]-4-phenylthio-2-azetidinone (338 mg... Reactants: BrC(C(=O)OCCCC)CBr (n-Butyl 2,3-dibromopropionate), COC1=CC=C(C=C1)O (p-methoxyphenol), [OH-].[K+] (caustic potash). Yields the product BrC(C(=O)OCCCC)=C (n-butyl 2-bromoacrylate). The yield is 72.0%. As a reaction SMILES: [Br:1][CH:2]([CH2:10]Br)[C:3]([O:5][CH2:6][CH2:7][CH2:8][CH3:9])=[O:4].COC1C=CC(O)=CC=1.[OH-].[K+]>>[Br:1][C:2](=[CH2:10])[C:3]([O:5][CH2:6][CH2:7][CH2:8][CH3:9])=[O:4] |f:2.3|. Procedure details: n-Butyl 2,3-dibromopropionate (144 g, 0.5 mole) containing p-methoxyphenol (0.5 g) was stirred vigorously under nitrogen and at room temperature, whilst 20% w/v aqueous caustic potash solution was slowly added. The course of the dehydrobromination was constantly monitored by gas-liquid chromatography. From time to time the reaction mixture was allowed to separate and the almost neutral aqueous phase discarded, in order to maintain that effective concentration of the added base. When more than 95... Starting materials: O (Water), C1(=CC=CC=C1)C(N1CC(C1)OS(=O)(=O)C)C1=CC=CC=C1 (1-diphenylmethyl-3-methanesulphonyloxyazetidine), CNS(=O)(=O)C1=CC=CC=C1 (N-methyl benzenesulphonamide), C([O-])([O-])=O.[Cs+].[Cs+] (caesium carbonate). Run in O1CCOCC1 (dioxane). Yields the product ethyl acetate hexanes, C1(=CC=CC=C1)C(N1CC(C1)N(S(=O)(=O)C1=CC=CC=C1)C)C1=CC=CC=C1 (1-Diphenylmethyl-3-(N-methyl benzenesulphonamido)azetidine). The yield is 75.7%. RXN SMILES: [C:1]1([CH:7]([C:17]2[CH:22]=[CH:21][CH:20]=[CH:19][CH:18]=2)[N:8]2[CH2:11][CH:10](OS(C)(=O)=O)[CH2:9]2)[CH:6]=[CH:5][CH:4]=[CH:3][CH:2]=1.[CH3:23][NH:24][S:25]([C:28]1[CH:33]=[CH:32][CH:31]=[CH:30][CH:29]=1)(=[O:27])=[O:26].C(=O)([O-])[O-].[Cs+].[Cs+].O>O1CCOCC1>[C:17]1([CH:7]([C:1]2[CH:2]=[CH:3][CH:4]=[CH:5][CH:6]=2)[N:8]2[CH2:9][CH:10]([N:24]([CH3:23])[S:25]([C:28]3[CH:33]=[CH:32][CH:31]=[CH:30][CH:29]=3)(=[O:27])=[O:26])[CH2:11]2)[CH:22]=[CH:21][CH:20]=[CH:19][CH:18]=1 |f:2.3.4|. Procedure details: To a solution of 1-diphenylmethyl-3-methanesulphonyloxyazetidine (WO 96/05193) (1.4 g) in dioxane (25 mL) were added N-methyl benzenesulphonamide (1.2 g) and caesium carbonate (2.6 g). The reaction mixture was heated to reflux for 3 h, then cooled to room temperature. Water (20 mL) was added to the resulting slurry, and the mixture was extracted with ethyl acetate (3×25 mL). The combined organics were washed with brine, dried over magnesium sulphate, filtered and dried in vacuo to yield crude pr... The reactants are C(C1=CC=CC=C1)(=O)O (benzoic acid), [N+](=O)(O)[O-] (nitric acid), S(O)(O)(=O)=O (sulphuric acid). Solvent: ClCCCl (1,2-dichloroethane). Run at temperature 40 celsius, time 3 hour. The product is [N+](=O)([O-])C=1C=C(C(=O)O)C=CC1 (3-nitrobenzoic acid). Reaction SMILES: [C:1]([OH:9])(=[O:8])[C:2]1[CH:7]=[CH:6][CH:5]=[CH:4][CH:3]=1.[N+:10]([O-])([OH:12])=[O:11].S(=O)(=O)(O)O>ClCCCl>[N+:10]([C:4]1[CH:3]=[C:2]([CH:7]=[CH:6][CH:5]=1)[C:1]([OH:9])=[O:8])([O-:12])=[O:11]. Procedure: 61 g of benzoic acid were suspended in 200 ml of 1,2-dichloroethane. The suspension was heated to 40° C. following the addition of 38.6 g (0.60 mol) of 98% nitric acid. 63.5 g of 100% sulphuric acid were then added dropwise over a period of 2 hours at that temperature, followed by stirring for another 3 hours. After cooling to 20° C., the deposit was filtered off. The filter residue was washed four times with 4 × 25 ml of 1,2-dichloroethane and then with water, followed by drying at 90° C. 32.6 ... Starting materials: ClCCCl (1,2-dichloroethane), Cl.CN(CCCl)C (2-(dimethylamino)-ethyl chloride-hydrochloride), COC1=CC=C(C=C1)[C@@H]1SC2=C(NC([C@H]1O)=O)C=CC=C2 (trans-(+)-2-(4'-methoxyphenyl)-3-hydroxy-2,3-dihydro-1,5-benzothiazepine-4(5H)-one), O.O.O.O.O.O.O.O.[Ba] (barium octahydrate). The reagents and catalysts are [Cl-].C(C)[N+](CC1=CC=CC=C1)(CC)CC (triethylbenzylammonium chloride). The solvent is O (water), O (water). Run at time 1 hour. Product: COC1=CC=C(C=C1)[C@@H]1SC2=C(N(C([C@H]1O)=O)CCN(C)C)C=CC=C2 (trans (+)-2-(4' methoxyphenyl)-3-hydroxy-5-(2'-dimethylaminoethyl)-2,3-dihydro-1,5-benzothiazepine-4(5H)-one). Yield: 94.4%. As a reaction SMILES: [CH3:1][O:2][C:3]1[CH:8]=[CH:7][C:6]([C@H:9]2[C@H:15]([OH:16])[C:14](=[O:17])[NH:13][C:12]3[CH:18]=[CH:19][CH:20]=[CH:21][C:11]=3[S:10]2)=[CH:5][CH:4]=1.O.O.O.O.O.O.O.O.[Ba].ClCCCl.Cl.[CH3:36][N:37]([CH3:41])[CH2:38][CH2:39]Cl>[Cl-].C([N+](CC)(CC)CC1C=CC=CC=1)C.O>[CH3:1][O:2][C:3]1[CH:4]=[CH:5][C:6]([C@H:9]2[C@H:15]([OH:16])[C:14](=[O:17])[N:13]([CH2:39][CH2:38][N:37]([CH3:41])[CH3:36])[C:12]3[CH:18]=[CH:19][CH:20]=[CH:21][C:11]=3[S:10]2)=[CH:7][CH:8]=1 |f:1.2.3.4.5.6.7.8.9,11.12,13.14|. Procedure details: 0.2 g of triethylbenzylammonium chloride, 3 g of trans-(+)-2-(4'-methoxyphenyl)-3-hydroxy-2,3-dihydro-1,5-benzothiazepine-4(5H)-one and 6.4 g of barium octahydrate were added under vigorous stirring to 60 ml of 1,2-dichloroethane and 7 ml of water. A solution of 3.2 g of 2-(dimethylamino)-ethyl chloride-hydrochloride in 5 ml of water was added dropwise to the above mixture during 5 minutes. Stirring was continued at room temperature for 1 hour and then for 1.5 hours at 70°. After cooling to room... Starting materials: ( E )-, O\N=C(\C1=CC=C(C=C1)F)/Cl ((Z)-N-hydroxy-4-fluoro-benzenecarboximidoyl chloride), COC(CC(COC)=O)=O (4-methoxy-3-oxo-butyric acid methyl ester). Product: COC(=O)C=1C(=NOC1COC)C1=CC=C(C=C1)F (3-(4-Fluoro-phenyl)-5-methoxymethyl-isoxazole-4-carboxylic acid methyl ester). Yield: 74.0%. RXN SMILES: [OH:1]/[N:2]=[C:3](\Cl)/[C:4]1[CH:9]=[CH:8][C:7]([F:10])=[CH:6][CH:5]=1.[CH3:12][O:13][C:14](=[O:21])[CH2:15][C:16](=O)[CH2:17][O:18][CH3:19]>>[CH3:12][O:13][C:14]([C:15]1[C:3]([C:4]2[CH:9]=[CH:8][C:7]([F:10])=[CH:6][CH:5]=2)=[N:2][O:1][C:16]=1[CH2:17][O:18][CH3:19])=[O:21]. Procedure details: As described for Example 36c, (E)- and/or (Z)-N-hydroxy-4-fluoro-benzenecarboximidoyl chloride (12.1 g, 70 mmol) was converted, using 4-methoxy-3-oxo-butyric acid methyl ester instead of acetylacetone to the title compound (13.8 g, 74%) which was obtained as a light yellow solid. MS: m/e=266.0 [M+H]+.